This data is from the Open Reaction Database (ORD), a public repository of structured organic reaction records. The task is: describe an organic reaction: reactants, conditions, products, and yield Starting materials: Cl (hydrogen chloride), C(C)=O (acetaldehyde), aldehyde, bis-1-chloroethyl ether, CC=1C=CC(=CC1)C (p-xylene). Reaction conditions: time 45 minute. The product is ClC(C)C1=C(C=CC(=C1)C)C (2-(1-chloroethyl)-1,4-dimethylbenzene). As a reaction SMILES: [ClH:1].[CH:2](=O)[CH3:3].[CH3:5][C:6]1[CH:7]=[CH:8][C:9]([CH3:12])=[CH:10][CH:11]=1>>[Cl:1][CH:6]([C:11]1[CH:10]=[C:9]([CH3:12])[CH:8]=[CH:7][C:2]=1[CH3:3])[CH3:5]. Procedure details: Gaseous hydrogen chloride was passed into a cold (5° to 10°), rapidly stirred solution of 240 ml (1.96 m) p-xylene and 54.75 ml (0.98 m) acetaldehyde (I) until the conversion (monitored by means of nuclear magnetic resonance spectroscopy) of aldehyde I to bis-1-chloroethyl ether (II) was complete. The lower, aqueous phase was removed and 20 ml (1.96 m) p-xylene (III) and dichloromethane (55 ml) were added. The reaction mixture was cooled and maintained in the temperature range 0° to 5° while the...